Task: describe an organic reaction: reactants, conditions, products, and yield. Dataset: the Open Reaction Database (ORD), a public repository of structured organic reaction records Starting materials: N(N)C1=NC=CC=N1 (2-hydrazinopyrimidine), FC1=CC=C(C=C1)C(CC(C(C)C)=O)=O (1-(4-fluorophenyl)-4-methyl-1,3-pentanedione), C(=O)(O)[O-].[Na+] (NaHCO3). Solvent: C(C)(=O)O (acetic acid). Reaction conditions: temperature 60 celsius. The product is FC1=CC=C(C=C1)C1=CC(=NN1C1=NC=CC=N1)C(C)C (2-[5-(4-Fluorophenyl)-3-(1-methylethyl)-1H-pyrazol-1-yl]pyrimidine). RXN SMILES: [F:1][C:2]1[CH:7]=[CH:6][C:5]([C:8](=O)[CH2:9][C:10](=O)[CH:11]([CH3:13])[CH3:12])=[CH:4][CH:3]=1.[NH:16]([C:18]1[N:23]=[CH:22][CH:21]=[CH:20][N:19]=1)[NH2:17].C([O-])(O)=O.[Na+]>C(O)(=O)C>[F:1][C:2]1[CH:7]=[CH:6][C:5]([C:8]2[N:16]([C:18]3[N:23]=[CH:22][CH:21]=[CH:20][N:19]=3)[N:17]=[C:10]([CH:11]([CH3:13])[CH3:12])[CH:9]=2)=[CH:4][CH:3]=1 |f:2.3|. Procedure details: To a solution of 1-(4-fluorophenyl)-4-methyl-1,3-pentanedione (preparation disclosed in Example 1, Step A) (155 g, 0.74 mol) in 1 l glacial acetic acid was added, under a N2 atmosphere at room temperature, 90 g (0.82 mol) of 2-hydrazinopyrimidine (prepared according to J. Chesterfield et al., J. Chem. Soc., 3478, 1955). This was heated to 60° C. for one hour, cooled to room temperature and poured into 4 l saturated NaHCO3 aqueous solution. The resulting mixture was extracted with EtOAc and the o...